This data is from the Open Reaction Database (ORD), a public repository of structured organic reaction records. The task is: describe an organic reaction: reactants, conditions, products, and yield Starting materials: N1N=CC=C1 (pyrazole), C=O (formalin), N1CCCC1 (pyrrolidine). The solvent is C(C)O (ethanol). The product is N1(CCCC1)CN1N=CC=C1 (1-(1-pyrrolidinomethyl)-pyrazole). The yield is 71.4%. As a reaction SMILES: [NH:1]1[CH:5]=[CH:4][CH:3]=[N:2]1.[CH2:6]=O.[NH:8]1[CH2:12][CH2:11][CH2:10][CH2:9]1>C(O)C>[N:8]1([CH2:6][N:1]2[CH:5]=[CH:4][CH:3]=[N:2]2)[CH2:12][CH2:11][CH2:10][CH2:9]1. Reported procedure: To a mixture of pyrazole (88.3 g, 1.297 mol) and formalin (116 ml, 33%, 1.4 mol) in 450 ml of ethanol at 0*C was added pyrrolidine (101.2 g, 1.425 mol) dropwise, and the mixture was heated to reflux under nitrogen for 5 h. The reaction mixture was cooled, and concentrated in vacuo. The residue was distilled (57°-58° C./0.05 mm) to afford 140 g (55.12%) of 1-(1-pyrrolidinomethyl)-pyrazole.